Dataset: the Open Reaction Database (ORD), a public repository of structured organic reaction records. Task: describe an organic reaction: reactants, conditions, products, and yield Reactants: CC1=CC(OC(=C1)COC1=CC=C(C=C1)OC1=CC=C(C=C1)Cl)=O (4-methyl-6-[4-(4-chlorophenoxy)phenoxymethyl]-2-pyrone), S(=O)(=O)([O-])[O-].O[NH3+].O[NH3+] (hydroxylammonium sulfate), C([O-])([O-])=O.[Na+].[Na+] (sodium carbonate), S(=O)(=O)([O-])[O-].O[NH3+].O[NH3+] (hydroxylammonium sulfate), C([O-])([O-])=O.[Na+].[Na+] (sodium carbonate). The solvent is C1(=CC=CC=C1)C (toluene). Product: ON1C(C=C(C=C1COC1=CC=C(C=C1)OC1=CC=C(C=C1)Cl)C)=O (1-Hydroxy-4-methyl-6-[4-(4-chlorophenoxy)phenoxymethyl]-2-pyridone). As a reaction SMILES: [CH3:1][C:2]1[CH:7]=[C:6]([CH2:8][O:9][C:10]2[CH:15]=[CH:14][C:13]([O:16][C:17]3[CH:22]=[CH:21][C:20]([Cl:23])=[CH:19][CH:18]=3)=[CH:12][CH:11]=2)[O:5][C:4](=O)[CH:3]=1.S([O-])([O-])(=O)=O.[OH:30][NH3+:31].O[NH3+].C(=O)([O-])[O-].[Na+].[Na+]>C1(C)C=CC=CC=1>[OH:30][N:31]1[C:6]([CH2:8][O:9][C:10]2[CH:15]=[CH:14][C:13]([O:16][C:17]3[CH:22]=[CH:21][C:20]([Cl:23])=[CH:19][CH:18]=3)=[CH:12][CH:11]=2)=[CH:7][C:2]([CH3:1])=[CH:3][C:4]1=[O:5] |f:1.2.3,4.5.6|. Reported procedure: 171.4 g (0.5 mole) of 4-methyl-6-[4-(4-chlorophenoxy)phenoxymethyl]-2-pyrone in 50 ml of toluene were heated to 80° C. Then 59.9 g (0.36 mole) of hydroxylammonium sulfate and 38.3 g (0.36 mole) of sodium carbonate were added. 10 minutes later a further 59.9 g (0.36 mole) of hydroxylammonium sulfate and 38.3 g (0.36 mole) of sodium carbonate were added. After about 4 hours the heating was removed and, at about 40° C., 500 ml of methylene chloride were added. The dissolved reaction product was the... The reactants are CCCCCCCCC(O)(CCCCCCCC)CCCCCCCC, CCCCCCCCC(Cl)(CCCCCCCC)CCCCCCCC, ClCCl, C[Al](C)C, [Ca+2], [Cl-], [Cl-], Cl. Yields the product CCCCCCCCC(C)(CCCCCCCC)CCCCCCCC. RXN SMILES: [CH2:1]([CH2:2][CH2:3][CH2:4][CH2:5][CH2:6][CH2:7][CH3:8])[C:9]([OH:10])([CH2:11][CH2:12][CH2:13][CH2:14][CH2:15][CH2:16][CH2:17][CH3:18])[CH2:19][CH2:20][CH2:21][CH2:22][CH2:23][CH2:24][CH2:25][CH3:26].[CH2:31]([C:32]([Cl:33])([CH2:34][CH2:35][CH2:36][CH2:37][CH2:38][CH2:39][CH2:40][CH3:41])[CH2:42][CH2:43][CH2:44][CH2:45][CH2:46][CH2:47][CH2:48][CH3:49])[CH2:50][CH2:51][CH2:52][CH2:53][CH2:54][CH2:55][CH3:56].[CH2:61]([Cl:62])[Cl:63].[CH3:57][Al:58]([CH3:59])[CH3:60].[Ca+2:29].[Cl-:27].[Cl-:28].[ClH:30]>>[CH2:1]([CH2:2][CH2:3][CH2:4][CH2:5][CH2:6][CH2:7][CH3:8])[C:9]([CH2:11][CH2:12][CH2:13][CH2:14][CH2:15][CH2:16][CH2:17][CH3:18])([CH2:19][CH2:20][CH2:21][CH2:22][CH2:23][CH2:24][CH2:25][CH3:26])[CH3:31]. Reactants: Brc1ccncc1, Cc1ccccc1, Cl, O, CCOP([O-])OCC, c1ccc(P(c2ccccc2)(c2ccccc2)[Pd](P(c2ccccc2)(c2ccccc2)c2ccccc2)(P(c2ccccc2)(c2ccccc2)c2ccccc2)P(c2ccccc2)(c2ccccc2)c2ccccc2)cc1. Product: CCOP(=O)(OCC)c1ccncc1. RXN SMILES: [Br:2][c:3]1[cH:4][cH:5][n:6][cH:7][cH:8]1.[CH3:17][c:18]1[cH:19][cH:20][cH:21][cH:22][cH:23]1.[ClH:1].[OH2:101].[P:9]([O:10][CH2:11][CH3:12])([O:13][CH2:14][CH3:15])[O-:16].[cH:24]1[cH:25][cH:26][c:27]([P:28]([Pd:29]([P:30]([c:31]2[cH:32][cH:33][cH:34][cH:35][cH:36]2)([c:37]2[cH:38][cH:39][cH:40][cH:41][cH:42]2)[c:43]2[cH:44][cH:45][cH:46][cH:47][cH:48]2)([P:49]([c:50]2[cH:51][cH:52][cH:53][cH:54][cH:55]2)([c:56]2[cH:57][cH:58][cH:59][cH:60][cH:61]2)[c:62]2[cH:63][cH:64][cH:65][cH:66][cH:67]2)[P:68]([c:69]2[cH:70][cH:71][cH:72][cH:73][cH:74]2)([c:75]2[cH:76][cH:77][cH:78][cH:79][cH:80]2)[c:81]2[cH:82][cH:83][cH:84][cH:85][cH:86]2)([c:87]2[cH:88][cH:89][cH:90][cH:91][cH:92]2)[c:93]2[cH:94][cH:95][cH:96][cH:97][cH:98]2)[cH:99][cH:100]1>>[c:3]1([P:9]([O:10][CH2:11][CH3:12])([O:13][CH2:14][CH3:15])=[O:16])[cH:4][cH:5][n:6][cH:7][cH:8]1. The reactants are O=C(NCc1ccc(Br)nc1)c1cccc2c1cnn2-c1ccc(F)cc1, CS(=O)[O-], CCOC(C)=O, [Cu+2], [Na+], O=S(=O)([O-])C(F)(F)F, O=S(=O)([O-])C(F)(F)F. Yields the product CS(=O)(=O)c1ccc(CNC(=O)c2cccc3c2cnn3-c2ccc(F)cc2)cn1. Reaction SMILES: [Br:1][c:2]1[cH:3][cH:4][c:5]([CH2:8][NH:9][C:10](=[O:11])[c:12]2[c:13]3[cH:14][n:15][n:16](-[c:21]4[cH:22][cH:23][c:24]([F:27])[cH:25][cH:26]4)[c:17]3[cH:18][cH:19][cH:20]2)[cH:6][n:7]1.[CH3:28][S:29](=[O:30])[O-:31].[CH3:33][CH2:34][O:35][C:36]([CH3:37])=[O:38].[Cu+2:47].[Na+:32].[S:39]([O-:40])([C:41]([F:42])([F:43])[F:44])(=[O:45])=[O:46].[S:48]([O-:49])([C:50]([F:51])([F:52])[F:53])(=[O:54])=[O:55]>>[c:2]1([S:29]([CH3:28])(=[O:30])=[O:31])[cH:3][cH:4][c:5]([CH2:8][NH:9][C:10](=[O:11])[c:12]2[c:13]3[cH:14][n:15][n:16](-[c:21]4[cH:22][cH:23][c:24]([F:27])[cH:25][cH:26]4)[c:17]3[cH:18][cH:19][cH:20]2)[cH:6][n:7]1. Reactants: BrB(Br)Br, COc1cccc(CC2CCCC=C2c2nc(-c3ccccc3)c(-c3ccccc3)o2)c1C, ClCCl, O. The product is Cc1c(O)cccc1CC1CCCC=C1c1nc(-c2ccccc2)c(-c2ccccc2)o1. Reaction SMILES: [B:34]([Br:35])([Br:36])[Br:37].[CH3:1][O:2][c:3]1[c:4]([CH3:33])[c:5]([CH2:6][CH:7]2[C:8]([c:13]3[o:14][c:15](-[c:24]4[cH:25][cH:26][cH:27][cH:28][cH:29]4)[c:16](-[c:18]4[cH:19][cH:20][cH:21][cH:22][cH:23]4)[n:17]3)=[CH:9][CH2:10][CH2:11][CH2:12]2)[cH:30][cH:31][cH:32]1.[Cl:39][CH2:40][Cl:41].[OH2:38]>>[OH:2][c:3]1[c:4]([CH3:33])[c:5]([CH2:6][CH:7]2[C:8]([c:13]3[o:14][c:15](-[c:24]4[cH:25][cH:26][cH:27][cH:28][cH:29]4)[c:16](-[c:18]4[cH:19][cH:20][cH:21][cH:22][cH:23]4)[n:17]3)=[CH:9][CH2:10][CH2:11][CH2:12]2)[cH:30][cH:31][cH:32]1. The reactants are CC(C)(C)OC(=O)NC(=S)NC(=O)OC(C)(C)C, C[n+]1ccccc1Cl, CCN(C(C)C)C(C)C, ClCCl, COc1ccnc(-c2ccc(F)c(N)c2)c1, [I-]. The product is COc1ccnc(-c2ccc(F)c(N=C(NC(=O)OC(C)(C)C)NC(=O)OC(C)(C)C)c2)c1. RXN SMILES: [C:17]([CH3:18])([CH3:19])([CH3:20])[O:21][C:22](=[O:23])[NH:24][C:25](=[S:26])[NH:27][C:28](=[O:29])[O:30][C:31]([CH3:32])([CH3:33])[CH3:34].[CH3:45][n+:46]1[cH:47][cH:48][cH:49][cH:50][c:51]1[Cl:52].[CH:35]([N:36]([CH:37]([CH3:38])[CH3:39])[CH2:40][CH3:41])([CH3:42])[CH3:43].[Cl:53][CH2:54][Cl:55].[F:1][c:2]1[c:3]([NH2:4])[cH:5][c:6](-[c:9]2[n:10][cH:11][cH:12][c:13]([O:15][CH3:16])[cH:14]2)[cH:7][cH:8]1.[I-:44]>>[F:1][c:2]1[c:3]([N:4]=[C:25]([NH:24][C:22]([O:21][C:17]([CH3:18])([CH3:19])[CH3:20])=[O:23])[NH:27][C:28](=[O:29])[O:30][C:31]([CH3:32])([CH3:33])[CH3:34])[cH:5][c:6](-[c:9]2[n:10][cH:11][cH:12][c:13]([O:15][CH3:16])[cH:14]2)[cH:7][cH:8]1. The reactants are CCOC(=O)c1cc(Cl)ccc1CBr, CCO, CCN(C(C)C)C(C)C, CC(C(=O)OC(C)(C)C)c1ccc(N)cc1. Product: CC(C(=O)OC(C)(C)C)c1ccc(N2Cc3ccc(Cl)cc3C2=O)cc1. Reaction SMILES: [Br:17][CH2:18][c:19]1[c:20]([C:21](=[O:22])[O:23][CH2:24][CH3:25])[cH:26][c:27]([Cl:30])[cH:28][cH:29]1.[CH3:40][CH2:41][OH:42].[CH:31]([N:32]([CH2:33][CH3:34])[CH:35]([CH3:36])[CH3:37])([CH3:38])[CH3:39].[NH2:1][c:2]1[cH:3][cH:4][c:5]([CH:8]([C:9](=[O:10])[O:11][C:12]([CH3:13])([CH3:14])[CH3:15])[CH3:16])[cH:6][cH:7]1>>[N:1]1([c:2]2[cH:3][cH:4][c:5]([CH:8]([C:9](=[O:10])[O:11][C:12]([CH3:13])([CH3:14])[CH3:15])[CH3:16])[cH:6][cH:7]2)[CH2:18][c:19]2[c:20]([cH:26][c:27]([Cl:30])[cH:28][cH:29]2)[C:21]1=[O:22]. Reactants: CC(CCC)O (2-pentanol), S(=O)(Cl)Cl (Thionyl chloride), C(C)(=O)OC1=CC(=C(C(=O)O)C=C1)F (4-acetoxy-2-fluoro-benzoic acid). Run in N1=CC=CC=C1 (pyridine). The product is C(C)(=O)OC1=CC(=C(C=C1)C(=O)OC(CCC)C)F (4-acetoxy-2-fluoro-1-(1-methylbutyloxycarbonyl)benzene). Reaction SMILES: S(Cl)(Cl)=O.[C:5]([O:8][C:9]1[CH:17]=[CH:16][C:12]([C:13]([OH:15])=[O:14])=[C:11]([F:18])[CH:10]=1)(=[O:7])[CH3:6].[CH3:19][CH:20](O)[CH2:21][CH2:22][CH3:23]>N1C=CC=CC=1>[C:5]([O:8][C:9]1[CH:17]=[CH:16][C:12]([C:13]([O:15][CH:20]([CH3:19])[CH2:21][CH2:22][CH3:23])=[O:14])=[C:11]([F:18])[CH:10]=1)(=[O:7])[CH3:6]. Procedure details: Thionyl chloride in an amount of 60 ml was added to 10.8 g (0.06 mol) of 4-acetoxy-2-fluoro-benzoic acid, and the mixture was allowed to react under reflux for 7 hours. Then, excessive thionyl chloride was distilled off, and then 10 ml of pyridine and 3.5 g (0.0402 mol) of 2-pentanol were dropwise added.